From a dataset of the Open Reaction Database (ORD), a public repository of structured organic reaction records. describe an organic reaction: reactants, conditions, products, and yield Starting materials: CCO, CCOC(=O)c1ccc2nc(C)n(Cc3ccccc3Cl)c2c1, Cl, [Na+], [OH-]. Yields the product Cc1nc2ccc(C(=O)O)cc2n1Cc1ccccc1Cl. As a reaction SMILES: [CH3:27][CH2:28][OH:29].[Cl:1][c:2]1[c:3]([CH2:4][n:5]2[c:6]([CH3:19])[n:7][c:8]3[c:9]2[cH:10][c:11]([C:14](=[O:15])[O:16][CH2:17][CH3:18])[cH:12][cH:13]3)[cH:20][cH:21][cH:22][cH:23]1.[ClH:26].[Na+:25].[OH-:24]>>[Cl:1][c:2]1[c:3]([CH2:4][n:5]2[c:6]([CH3:19])[n:7][c:8]3[c:9]2[cH:10][c:11]([C:14](=[O:15])[OH:16])[cH:12][cH:13]3)[cH:20][cH:21][cH:22][cH:23]1. Starting materials: C(C)(C)(C)OC(=O)N[C@@]1([C@@H]2[C@H]([C@@H]2C[C@@H]1F)C(=O)OCC=C)C(=O)OCC=C ((1S,2S,3S,5R,6S)-diallyl 2-((tert-butoxycarbonyl)amino)-3-fluorobicyclo[3.1.0]hexane-2,6-dicarboxylate), C(C)(=O)OCC.Cl (hydrogen chloride-ethyl acetate). Conditions: time 18 hour. Product: N[C@@]1([C@@H]2[C@H]([C@@H]2C[C@@H]1F)C(=O)OCC=C)C(=O)OCC=C ((1S,2S,3S,5R,6S)-diallyl 2-amino-3-fluorobicyclo[3.1.0]hexane-2,6-dicarboxylate). Isolated yield 86.2%. RXN SMILES: C(OC([NH:8][C@@:9]1([C:22]([O:24][CH2:25][CH:26]=[CH2:27])=[O:23])[C@@H:14]([F:15])[CH2:13][C@@H:12]2[C@H:10]1[C@H:11]2[C:16]([O:18][CH2:19][CH:20]=[CH2:21])=[O:17])=O)(C)(C)C.C(OCC)(=O)C.Cl>>[NH2:8][C@@:9]1([C:22]([O:24][CH2:25][CH:26]=[CH2:27])=[O:23])[C@@H:14]([F:15])[CH2:13][C@@H:12]2[C@H:10]1[C@H:11]2[C:16]([O:18][CH2:19][CH:20]=[CH2:21])=[O:17] |f:1.2|. Procedure: To (1S,2S,3S,5R,6S)-diallyl 2-((tert-butoxycarbonyl)amino)-3-fluorobicyclo[3.1.0]hexane-2,6-dicarboxylate (D-13-2, 1.49 g), a 4 mol/L hydrogen chloride-ethyl acetate solution (24 mL) was added at 0° C., and the mixture was stirred at room temperature for 18 hours. The reaction solution was thereafter concentrated under reduced pressure, a saturated aqueous sodium bicarbonate solution was added, and the mixture was extracted three times with ethyl acetate. After the combined organic layer was was... The reactants are FC(C(=O)O)(F)F (Trifluoroacetic acid), CS(=O)(=O)O.C(C)OC(C)(C1=CC(=C(C=C1)C1=CC=CC=C1)F)C1=NOC(=C1)N=C(N1CCOCC1)N (({3-[1-Ethoxy-1-(2-fluoro-biphenyl-4-yl)-ethyl]-isoxazol-5-ylimino}-morpholin-4-yl-methyl)-amine methanesulfonate), [Cl-].[Na+] (sodium chloride). The solvent is C(Cl)Cl (methylene chloride). Conditions: time 8 hour. Yields the product FC1=C(C=CC(=C1)C(=C)C1=NOC(=C1)N=C(N1CCOCC1)N)C1=CC=CC=C1 (({3-[1-(2-Fluoro-biphenyl-4-yl)-vinyl]-isoxazol-5-ylimino}-morpholin-4-yl-methyl)-amine). The yield is 90.8%. As a reaction SMILES: FC(F)(F)C(O)=O.CS(O)(=O)=O.C(O[C:16]([C:31]1[CH:35]=[C:34]([N:36]=[C:37]([NH2:44])[N:38]2[CH2:43][CH2:42][O:41][CH2:40][CH2:39]2)[O:33][N:32]=1)([C:18]1[CH:23]=[CH:22][C:21]([C:24]2[CH:29]=[CH:28][CH:27]=[CH:26][CH:25]=2)=[C:20]([F:30])[CH:19]=1)[CH3:17])C.[Cl-].[Na+]>C(Cl)Cl>[F:30][C:20]1[CH:19]=[C:18]([C:16]([C:31]2[CH:35]=[C:34]([N:36]=[C:37]([NH2:44])[N:38]3[CH2:39][CH2:40][O:41][CH2:42][CH2:43]3)[O:33][N:32]=2)=[CH2:17])[CH:23]=[CH:22][C:21]=1[C:24]1[CH:25]=[CH:26][CH:27]=[CH:28][CH:29]=1 |f:1.2,3.4|. Procedure details: Trifluoroacetic acid (4 ml) was added to a solution of the compound (30.0 mg) obtained in Example 53 in methylene chloride (1 ml), and the resulting mixture was stirred at room temperature for 8 hours. After the addition of a saturated aqueous sodium chloride solution, the mixture was subjected to extraction with ethyl acetate, and the organic layer was washed successively with a saturated aqueous sodium bicarbonate solution and a saturated aqueous sodium chloride solution, thereafter dried over... Reaction SMILES: [BrH:30].[CH3:31][C:32](=[O:33])[OH:34].[n:1]1[c:2]([CH2:7][NH:8][CH2:9][c:10]2[cH:11][cH:12][c:13]([CH2:16][NH:17][CH:18]3[CH2:19][CH2:20][CH2:21][c:22]4[c:23]([O:28][CH3:29])[cH:24][cH:25][n:26][c:27]43)[cH:14][cH:15]2)[cH:3][cH:4][cH:5][cH:6]1>>[n:1]1[c:2]([CH2:7][NH:8][CH2:9][c:10]2[cH:11][cH:12][c:13]([CH2:16][NH:17][CH:18]3[CH2:19][CH2:20][CH2:21][c:22]4[c:23](=[O:28])[cH:24][cH:25][nH:26][c:27]43)[cH:14][cH:15]2)[cH:3][cH:4][cH:5][cH:6]1. Yields the product O=c1cc[nH]c2c1CCCC2NCc1ccc(CNCc2ccccn2)cc1. The reactants are Br, CC(=O)O, COc1ccnc2c1CCCC2NCc1ccc(CNCc2ccccn2)cc1. The reactants are O=C([O-])[O-], C1CNCCN1, CS(C)=O, N#Cc1ccc(F)cc1, [K+], [K+], O. Yields the product N#Cc1ccc(N2CCNCC2)cc1. As a reaction SMILES: [C:1](=[O:2])([O-:3])[O-:4].[CH2:16]1[CH2:17][NH:18][CH2:19][CH2:20][NH:21]1.[CH3:23][S:24]([CH3:25])=[O:26].[F:7][c:8]1[cH:9][cH:10][c:11]([C:12]#[N:13])[cH:14][cH:15]1.[K+:5].[K+:6].[OH2:22]>>[c:8]1([N:18]2[CH2:17][CH2:16][NH:21][CH2:20][CH2:19]2)[cH:9][cH:10][c:11]([C:12]#[N:13])[cH:14][cH:15]1.